This data is from the Open Reaction Database (ORD), a public repository of structured organic reaction records. The task is: describe an organic reaction: reactants, conditions, products, and yield The reactants are Cl (HCl), COC(=O)C1=C(N(C(C=C1)=O)CC1=CC=CC=C1)CN(S(=O)(=O)C1=CC=C(C=C1)C)CC(=O)OC (1-Benzyl-2-{[methoxycarbonylmethyl-(toluene-4-sulfonyl)-amino]-methyl}-6-oxo-1,6-dihydro-pyridine-3-carboxylic acid methyl ester), [NH4+].[Cl-] (NH4Cl), C[O-].[Na+] (NaOMe). The solvent is CO (MeOH). Run at time 16 hour. The product is COC(=O)C=1C(=C2C=CC(N(C2=CN1)CC1=CC=CC=C1)=O)O (1-Benzyl-5-hydroxy-2-oxo-1,2-dihydro-[1,7]naphthyridine-6-carboxylic acid methyl ester). Isolated yield 83.4%. Reaction SMILES: C[O:2][C:3]([C:5]1[CH:10]=[CH:9][C:8](=[O:11])[N:7]([CH2:12][C:13]2[CH:18]=[CH:17][CH:16]=[CH:15][CH:14]=2)[C:6]=1[CH2:19][N:20]([CH2:31][C:32]([O:34][CH3:35])=[O:33])S(C1C=CC(C)=CC=1)(=O)=O)=O.C[O-].[Na+].[NH4+].[Cl-].Cl>CO>[CH3:35][O:34][C:32]([C:31]1[C:3]([OH:2])=[C:5]2[C:6](=[CH:19][N:20]=1)[N:7]([CH2:12][C:13]1[CH:18]=[CH:17][CH:16]=[CH:15][CH:14]=1)[C:8](=[O:11])[CH:9]=[CH:10]2)=[O:33] |f:1.2,3.4|. Procedure details: 1-Benzyl-2-{[methoxycarbonylmethyl-(toluene-4-sulfonyl)-amino]-methyl}-6-oxo-1,6-dihydro-pyridine-3-carboxylic acid methyl ester (2 g, 4.02 mmol) was dissolved in 60 mL of MeOH. NaOMe solution (3 mL, 12.5 mmol, 25 wt % in MeOH) was added and the mixture was stirred for 16 h. Saturated NH4Cl (100 mL) was added, followed by addition of 1M HCl until pH about 2. The resulting mixture was extracted several times with CH2Cl2. The organic layers were combined, dried over MgSO4, and concentrated in vacu...